This data is from the Open Reaction Database (ORD), a public repository of structured organic reaction records. The task is: describe an organic reaction: reactants, conditions, products, and yield The reactants are C1(CCCCC1)N1C(C(NC2=CC(=C(C=C12)[N+](=O)[O-])NC(C(=O)OCC)=O)=O)=O (ethyl N-(1-cyclohexyl-7-nitro-2,3(1H,4H)-quinoxalinedion-6-yl)oxamate). Run in S(O)(O)(=O)=O (sulfuric acid), C(C)O (ethanol). Yields the product NC=1C=C2NC(C(N(C2=CC1[N+](=O)[O-])C1CCCCC1)=O)=O (6-Amino-1-cyclohexyl-7-nitro-2,3(1H,4H)-quinoxalinedione). The yield is 111.7%. RXN SMILES: [CH:1]1([N:7]2[C:16]3[C:11](=[CH:12][C:13]([NH:20]C(=O)C(OCC)=O)=[C:14]([N+:17]([O-:19])=[O:18])[CH:15]=3)[NH:10][C:9](=[O:28])[C:8]2=[O:29])[CH2:6][CH2:5][CH2:4][CH2:3][CH2:2]1>S(=O)(=O)(O)O.C(O)C>[NH2:20][C:13]1[CH:12]=[C:11]2[C:16](=[CH:15][C:14]=1[N+:17]([O-:19])=[O:18])[N:7]([CH:1]1[CH2:6][CH2:5][CH2:4][CH2:3][CH2:2]1)[C:8](=[O:29])[C:9](=[O:28])[NH:10]2. Reported procedure: 42 g (0.1 mol) of ethyl N-(1-cyclohexyl-7-nitro-2,3(1H,4H)-quinoxalinedion-6-yl)oxamate were refluxed in a mixture of 1 l of concentrated sulfuric acid and 500 ml of ethanol for 4 h. The precipitate was filtered off with suction to yield 34 g (100%) of the product. Melting point >250° C. (decomposition). Reactants: COC1=CC=C(C=C1)C1CC(C(O1)CC(=O)O)=C=C ((5-(4-methoxyphenyl)-3-vinylidene-tetrahydro-furan-2-yl)acetic acid), C(=O)([O-])[O-].[K+].[K+] (K2CO3), O (H2O), C1(=CC=CC=C1)I (PhI). Reagents/catalysts: C=1C=CC(=CC1)[P](C=2C=CC=CC2)(C=3C=CC=CC3)[Pd]([P](C=4C=CC=CC4)(C=5C=CC=CC5)C=6C=CC=CC6)([P](C=7C=CC=CC7)(C=8C=CC=CC8)C=9C=CC=CC9)[P](C=1C=CC=CC1)(C=1C=CC=CC1)C=1C=CC=CC1 (Pd(PPh3)4). Solvent: CN(C=O)C (dimethylformamide), C(C)(=O)OCC (ethyl acetate). Run at temperature 85 celsius, time 4 hour. Yields the product COC1=CC=C(C=C1)C1CC2(OC(CC2O1)=O)C(=C)C1=CC=CC=C1 (5-(4-methoxyphenyl)-6a-(1-phenylvinyl)-tetrahydrofuro[3,2-b]furan-2-one). As a reaction SMILES: [CH3:1][O:2][C:3]1[CH:8]=[CH:7][C:6]([CH:9]2[O:13][CH:12]([CH2:14][C:15]([OH:17])=[O:16])[C:11](=[C:18]=[CH2:19])[CH2:10]2)=[CH:5][CH:4]=1.C([O-])([O-])=O.[K+].[K+].[C:26]1(I)[CH:31]=[CH:30][CH:29]=[CH:28][CH:27]=1.O>CN(C)C=O.C(OCC)(=O)C.C1C=CC([P]([Pd]([P](C2C=CC=CC=2)(C2C=CC=CC=2)C2C=CC=CC=2)([P](C2C=CC=CC=2)(C2C=CC=CC=2)C2C=CC=CC=2)[P](C2C=CC=CC=2)(C2C=CC=CC=2)C2C=CC=CC=2)(C2C=CC=CC=2)C2C=CC=CC=2)=CC=1>[CH3:1][O:2][C:3]1[CH:8]=[CH:7][C:6]([CH:9]2[O:13][CH:12]3[C:11]([C:18]([C:26]4[CH:31]=[CH:30][CH:29]=[CH:28][CH:27]=4)=[CH2:19])([O:16][C:15](=[O:17])[CH2:14]3)[CH2:10]2)=[CH:5][CH:4]=1 |f:1.2.3,^1:48,50,69,88|. Procedure details: (5-(4-methoxyphenyl)-3-vinylidene-tetrahydro-furan-2-yl)acetic acid (34 mg, 0.12 mmol), Pd(PPh3)4 (14 mg, 0.012 mmol) and K2CO3 (84 mg, 0.61 mmol) were dissolved in 3 mL of dimethylformamide, followed by addition of PhI (68 μL, 0.61 mmol). The solution was stirred for 4 hours at 85° C. When the reaction was completed, H2O was added and the solution was stirred for 5 minutes. The mixture was diluted with ethyl acetate, washed with H2O and NaCl. Organic layer was separated and dried with anhydride... Starting materials: BrCCBr, CCOC(=O)C(=O)OCC, C1CCOC1, Fc1ccccc1Cl, CC(C)(C)OCc1c(F)cccc1Cl, Cl, [Mg], O. Product: CCOC(=O)C(=O)c1cccc(F)c1COC(C)(C)C. RXN SMILES: [Br:16][CH2:17][CH2:18][Br:19].[CH2:28]([CH3:29])[O:30][C:31]([C:32](=[O:33])[O:34][CH2:35][CH3:36])=[O:37].[CH2:39]1[O:40][CH2:41][CH2:42][CH2:43]1.[Cl:20][c:21]1[cH:22][cH:23][cH:24][cH:25][c:26]1[F:27].[Cl:2][c:3]1[c:4]([CH2:10][O:11][C:12]([CH3:13])([CH3:14])[CH3:15])[c:5]([F:9])[cH:6][cH:7][cH:8]1.[ClH:38].[Mg:1].[OH2:44]>>[c:3]1([C:32]([C:31]([O:30][CH2:28][CH3:29])=[O:37])=[O:33])[c:4]([CH2:10][O:11][C:12]([CH3:13])([CH3:14])[CH3:15])[c:5]([F:9])[cH:6][cH:7][cH:8]1. RXN SMILES: [NH:1]1[CH2:6][CH2:5][O:4][CH:3]([CH:7]([C:9]2[CH:10]=[N:11][CH:12]=[CH:13][CH:14]=2)[OH:8])[CH2:2]1.BrC1C=CC=CN=1.[F:22][C:23]1[CH:28]=[C:27]([F:29])[CH:26]=[CH:25][C:24]=1O>>[F:22][C:23]1[CH:28]=[C:27]([F:29])[CH:26]=[CH:25][C:24]=1[O:8][C@@H:7]([C:9]1[CH:10]=[N:11][CH:12]=[CH:13][CH:14]=1)[C@@H:3]1[O:4][CH2:5][CH2:6][NH:1][CH2:2]1. The product is FC1=C(O[C@H]([C@H]2CNCCO2)C=2C=NC=CC2)C=CC(=C1)F ((R)-2-[(S)-(2-,4-Difluoro-phenoxy)-pyridin-3-yl-methyl]-morpholine). The reactants are N1CC(OCC1)C(O)C=1C=NC=CC1 (morpholin-2-yl-pyridin-3-yl-methanol), BrC1=NC=CC=C1 (2-bromopyridine), FC1=C(C=CC(=C1)F)O (2,4-difluorophenol). Procedure details: (R)-2-[(S)-(2-,4-Difluoro-phenoxy)-pyridin-3-yl-methyl]-morpholine was synthesized via morpholin-2-yl-pyridin-3-yl-methanol from 2-bromopyridine and 2,4-difluorophenol according to general procedure C and was isolated as a gummy oil. MS (APCI): 307 [M+H]+. As a reaction SMILES: COC(=O)[CH:4]([CH2:9][C:10]1[C:11]([NH:23][C:24]2[C:29]([CH3:30])=[CH:28][C:27]([CH3:31])=[CH:26][C:25]=2[CH3:32])=[N:12][C:13]([CH3:22])=[CH:14][C:15]=1[NH:16][CH:17]([CH2:20][CH3:21])[CH2:18][CH3:19])[C:5](OC)=[O:6].P(=O)(O)(O)O>O.[OH-].[Na+]>[CH2:18]([CH:17]([N:16]1[C:15]2[C:10](=[C:11]([NH:23][C:24]3[C:29]([CH3:30])=[CH:28][C:27]([CH3:31])=[CH:26][C:25]=3[CH3:32])[N:12]=[C:13]([CH3:22])[CH:14]=2)[CH2:9][CH2:4][C:5]1=[O:6])[CH2:20][CH3:21])[CH3:19] |f:3.4|. The solvent is O (water), O (water), [OH-].[Na+] (NaOH). Starting materials: COC(C(C(=O)OC)CC=1C(=NC(=CC1NC(CC)CC)C)NC1=C(C=C(C=C1C)C)C)=O (2-[4-(1-ethyl-propylamino)-6-methyl-2-(2,4,6-trimethyl-phenylamino)-pyridin-3-ylmethyl]-malonic acid dimethyl ester), P(O)(O)(O)=O (phosphoric acid). Isolated yield 76.2%. Procedure: A mixture of 2-[4-(1-ethyl-propylamino)-6-methyl-2-(2,4,6-trimethyl-phenylamino)-pyridin-3-ylmethyl]-malonic acid dimethyl ester (100 mg, 0.219 mmol), 85% phosphoric acid (3 ml) and water (3 ml) was heated at reflux for 2 hours. The reaction mixture was cooled to rt, diluted with water and neutralized to pH 6 with dilute NaOH and extracted with ethyl acetate. The organic layer was washed with brine, dried over anhydrous MgSO4, filtered, and concentrated to dryness to give 61 mg of a yellow foam.... The product is C(C)C(CC)N1C(CCC2=C(N=C(C=C12)C)NC1=C(C=C(C=C1C)C)C)=O (1-(1-Ethyl-propyl)-7-methyl-5-(2,4,6-trimethyl-phenylamino)-3,4-dihydro-1H-[1,6]naphthyridin-2-one). Yields the product CC(C)(C)OC(=O)N1CCCC(CSc2cn(CC3(CO[Si](C)(C)C(C)(C)C)CC3)c(=O)c3ccc(Br)cc23)C1. Reactants: CC(C)(C)OC(=O)N1CCCC(CSc2c[nH]c(=O)c3ccc(Br)cc23)C1, CC(C)(C)[Si](C)(C)OCC1(COS(C)(=O)=O)CC1. Reaction SMILES: [Br:1][c:2]1[cH:3][c:4]2[c:5]([S:13][CH2:14][CH:15]3[CH2:16][N:17]([C:21](=[O:22])[O:23][C:24]([CH3:25])([CH3:26])[CH3:27])[CH2:18][CH2:19][CH2:20]3)[cH:6][nH:7][c:8](=[O:12])[c:9]2[cH:10][cH:11]1.[CH3:28][S:29]([O:30][CH2:33][C:34]1([CH2:37][O:38][Si:39]([CH3:40])([CH3:41])[C:42]([CH3:43])([CH3:44])[CH3:45])[CH2:35][CH2:36]1)(=[O:31])=[O:32]>>[Br:1][c:2]1[cH:3][c:4]2[c:5]([S:13][CH2:14][CH:15]3[CH2:16][N:17]([C:21](=[O:22])[O:23][C:24]([CH3:25])([CH3:26])[CH3:27])[CH2:18][CH2:19][CH2:20]3)[cH:6][n:7]([CH2:33][C:34]3([CH2:37][O:38][Si:39]([CH3:40])([CH3:41])[C:42]([CH3:43])([CH3:44])[CH3:45])[CH2:35][CH2:36]3)[c:8](=[O:12])[c:9]2[cH:10][cH:11]1.